From a dataset of the Open Reaction Database (ORD), a public repository of structured organic reaction records. describe an organic reaction: reactants, conditions, products, and yield The reactants are CN1C(N(C(C2=C1N=CC(=C2)OC2=CC(=CC=C2)C(F)(F)F)=O)CCCOC2OCCCC2)=O (1-methyl-3-(3-((tetrahydro-2H-pyran-2-yl)oxy)propyl)-6-(3-(trifluoromethyl) phenoxy)pyrido[2,3-d]pyrimidine-2,4(1H,3H)-dione), [Li+].CC(C)[N-]C(C)C (LDA), CC(CC=O)C (3-methylbutanal). The solvent is C1CCOC1 (THF), C1CCOC1 (THF), C(Cl)Cl (DCM), O (water). Run at temperature -78 celsius, time 40 minute. The product is OC(CC(C)C)C1=C(C=NC=2N(C(N(C(C21)=O)CCCOC2OCCCC2)=O)C)OC2=CC(=CC=C2)C(F)(F)F (5-(1-hydroxy-3-methylbutyl)-1-methyl-3-(3-((tetrahydro-2H-pyran-2-yl)oxy)propyl)-6-(3-(trifluoromethyl)phenoxy)pyrido[2,3-d]pyrimidine-2,4(1H,3H)-dione). Isolated yield 50.5%. As a reaction SMILES: [CH3:1][N:2]1[C:7]2[N:8]=[CH:9][C:10]([O:12][C:13]3[CH:18]=[CH:17][CH:16]=[C:15]([C:19]([F:22])([F:21])[F:20])[CH:14]=3)=[CH:11][C:6]=2[C:5](=[O:23])[N:4]([CH2:24][CH2:25][CH2:26][O:27][CH:28]2[CH2:33][CH2:32][CH2:31][CH2:30][O:29]2)[C:3]1=[O:34].[Li+].CC([N-]C(C)C)C.[CH3:43][CH:44]([CH3:48])[CH2:45][CH:46]=[O:47]>C1COCC1.C(Cl)Cl.O>[OH:47][CH:46]([C:11]1[C:6]2[C:5](=[O:23])[N:4]([CH2:24][CH2:25][CH2:26][O:27][CH:28]3[CH2:33][CH2:32][CH2:31][CH2:30][O:29]3)[C:3](=[O:34])[N:2]([CH3:1])[C:7]=2[N:8]=[CH:9][C:10]=1[O:12][C:13]1[CH:18]=[CH:17][CH:16]=[C:15]([C:19]([F:20])([F:21])[F:22])[CH:14]=1)[CH2:45][CH:44]([CH3:48])[CH3:43] |f:1.2|. Procedure: To a solution of 1-methyl-3-(3-((tetrahydro-2H-pyran-2-yl)oxy)propyl)-6-(3-(trifluoromethyl) phenoxy)pyrido[2,3-d]pyrimidine-2,4(1H,3H)-dione (100 mg, 0.21 mmol) in THF (8 mL) at −78° C. was added LDA (2M in THF, 0.4 mL, 0.82 mmol) dropwise. The reaction was stirred at −78° C. for 40 min then 3-methylbutanal (35.9 mg, 0.42 mmol) in THF (2 mL) was added. The reaction was stirred at −78° C. for 30 min then diluted with DCM (10 mL) and water (10 mL). The organic layer was dried over Na2SO4 and conc... Reactants: CC[O-], CCOC(=O)C(NC=O)C(=O)OCC, O=[N+]([O-])c1ccccc1CCl, [Na+]. The product is CCOC(=O)C(Cc1ccccc1[N+](=O)[O-])(NC=O)C(=O)OCC. As a reaction SMILES: [CH3:27][CH2:28][O-:29].[CH:1](=[O:2])[NH:3][CH:4]([C:5](=[O:6])[O:7][CH2:8][CH3:9])[C:10](=[O:11])[O:12][CH2:13][CH3:14].[N+:15](=[O:16])([O-:17])[c:18]1[c:19]([CH2:20][Cl:21])[cH:22][cH:23][cH:24][cH:25]1.[Na+:26]>>[CH:1](=[O:2])[NH:3][C:4]([C:5](=[O:6])[O:7][CH2:8][CH3:9])([C:10](=[O:11])[O:12][CH2:13][CH3:14])[CH2:20][c:19]1[c:18]([N+:15](=[O:16])[O-:17])[cH:25][cH:24][cH:23][cH:22]1. Starting materials: BrC=1C=C(C=C(C1OC1=NN(C(C=C1)=O)C(C)C)Br)CCOC(C)=O (acetic acid 2-[3,5-dibromo-4-(1-isopropyl-6-oxo-1,6-dihydro-pyridazin-3-yloxy)-phenyl]-ethyl ester), [OH-].[K+] (potassium hydroxide). Solvent: CO (methanol). Run at temperature 55 celsius, time 1 hour. Yields the product BrC1=C(OC=2C=CC(N(N2)C(C)C)=O)C(=CC(=C1)CCO)Br (6-[2,6-Dibromo-4-(2-hydroxy-ethyl)-phenoxy]-2-isopropyl-pyridazin-3-one). The yield is 99.0%. RXN SMILES: [Br:1][C:2]1[CH:3]=[C:4]([CH2:20][CH2:21][O:22]C(=O)C)[CH:5]=[C:6]([Br:19])[C:7]=1[O:8][C:9]1[CH:14]=[CH:13][C:12](=[O:15])[N:11]([CH:16]([CH3:18])[CH3:17])[N:10]=1.[OH-].[K+]>CO>[Br:1][C:2]1[CH:3]=[C:4]([CH2:20][CH2:21][OH:22])[CH:5]=[C:6]([Br:19])[C:7]=1[O:8][C:9]1[CH:14]=[CH:13][C:12](=[O:15])[N:11]([CH:16]([CH3:18])[CH3:17])[N:10]=1 |f:1.2|. Procedure: A solution of 2-[3,5-dibromo-4-(1-isopropyl-6-oxo-1,6-dihydro-pyridazin-3-yloxy)-phenyl]-ethyl ester (40) (85 mg, 0.18 mmol) in methanol (0.5 mL) was treated with a 2N aqueous potassium hydroxide solution (90 μL, 0.18 mmol) at room temperature. The reaction mixture was heated to 55° C., stirred for 1 h and then was concentrated under reduced pressure. The resulting residue was diluted with methylene chloride (5 mL) and was washed with water (2×3 mL). The aqueous layers were re-extracted with met...